From a dataset of the Open Reaction Database (ORD), a public repository of structured organic reaction records. describe an organic reaction: reactants, conditions, products, and yield Reactants: O=C(O)c1ccc(C2CC2)c(Cc2ccc(F)cc2)n1, Cl, NC(c1ccccn1)C(F)(F)F. Product: O=C(NC(c1ccccn1)C(F)(F)F)c1ccc(C2CC2)c(Cc2ccc(F)cc2)n1. RXN SMILES: [CH:1]1([c:4]2[cH:5][cH:6][c:7]([C:18](=[O:19])[OH:20])[n:8][c:9]2[CH2:10][c:11]2[cH:12][cH:13][c:14]([F:17])[cH:15][cH:16]2)[CH2:2][CH2:3]1.[ClH:21].[F:22][C:23]([CH:24]([NH2:25])[c:26]1[n:27][cH:28][cH:29][cH:30][cH:31]1)([F:32])[F:33]>>[CH:1]1([c:4]2[cH:5][cH:6][c:7]([C:18](=[O:20])[NH:25][CH:24]([C:23]([F:22])([F:32])[F:33])[c:26]3[n:27][cH:28][cH:29][cH:30][cH:31]3)[n:8][c:9]2[CH2:10][c:11]2[cH:12][cH:13][c:14]([F:17])[cH:15][cH:16]2)[CH2:2][CH2:3]1. Reactants: [OH-].[Na+] (sodium hydroxide), N([C@@H](CC1=CNC2=CC=CC=C12)C(=O)OCC1=CC=CC=C1)C(=O)OC(C)(C)C (Boc-Trp-OBzl), COC1=C(C(=C(C(=C1)C)S(=O)(=O)Cl)C)C (4-methoxy-2,3,6-trimethylbenzene-sulfonyl chloride), [OH-].[Na+] (sodium hydroxide). Reagents/catalysts: [Cl-].C(CCCCCCCCCCCCCCC)[N+](C)(C)C (cetyltrimethylammonium chloride). The solvent is ClCCl (dichloromethane). The product is N([C@@H](CC1=CN(C2=CC=CC=C12)S(=O)(=O)C1=C(C)C=C(OC)C(C)=C1C)C(=O)O)C(=O)OC(C)(C)C (Boc-Trp(Mtr)-OH). Reaction SMILES: [NH:1]([C:23]([O:25][C:26]([CH3:29])([CH3:28])[CH3:27])=[O:24])[C@H:2]([C:13]([O:15]CC1C=CC=CC=1)=[O:14])[CH2:3][C:4]1[C:12]2[C:7](=[CH:8][CH:9]=[CH:10][CH:11]=2)[NH:6][CH:5]=1.[CH3:30][O:31][C:32]1[CH:37]=[C:36]([CH3:38])[C:35]([S:39](Cl)(=[O:41])=[O:40])=[C:34]([CH3:43])[C:33]=1[CH3:44].[OH-].[Na+]>ClCCl.[Cl-].C([N+](C)(C)C)CCCCCCCCCCCCCCC>[NH:1]([C:23]([O:25][C:26]([CH3:29])([CH3:28])[CH3:27])=[O:24])[C@H:2]([C:13]([OH:15])=[O:14])[CH2:3][C:4]1[C:12]2[C:7](=[CH:8][CH:9]=[CH:10][CH:11]=2)[N:6]([S:39]([C:35]2[C:34]([CH3:43])=[C:33]([CH3:44])[C:32]([O:31][CH3:30])=[CH:37][C:36]=2[CH3:38])(=[O:41])=[O:40])[CH:5]=1 |f:2.3,5.6|. Reported procedure: In the same manner as Example 5, Boc-Trp-OBzl (1.97 g, 5 mM) was reacted with 4-methoxy-2,3,6-trimethylbenzene-sulfonyl chloride (1.87 g, 7.5 mM) in dichloromethane in the presence of sodium hydroxide (500 mg, 12.5 mM) and cetyltrimethylammonium chloride (16 mg, 0.05 mM). The reaction product was then hydrolyzed with an aqueous solution of sodium hydroxide to give Boc-Trp(Mtr)-OH. Yield 2.05 g (79.4%); m.p. 78°-80° C.; [α]D22 -24.8° (c=0.5, DMF). Starting materials: [Al+3], CSc1ncc(C#N)c(NC(C)C)n1, [H-], [H-], [H-], [H-], [Li+], [NH4+], [NH4+], O=S(=O)([O-])[O-], C1CCOC1. The product is CSc1ncc(CN)c(NC(C)C)n1. RXN SMILES: [Al+3:2].[CH:7]([CH3:8])([CH3:9])[NH:10][c:11]1[n:12][c:13]([S:19][CH3:20])[n:14][cH:15][c:16]1[C:17]#[N:18].[H-:1].[H-:4].[H-:5].[H-:6].[Li+:3].[NH4+:21].[NH4+:22].[O-:23][S:24](=[O:25])(=[O:26])[O-:27].[O:28]1[CH2:29][CH2:30][CH2:31][CH2:32]1>>[CH:7]([CH3:8])([CH3:9])[NH:10][c:11]1[n:12][c:13]([S:19][CH3:20])[n:14][cH:15][c:16]1[CH2:17][NH2:18]. Starting materials: O=C1C(=CN=C2N1C=NC=1C=CC(=CC21)NC(C(C(CC)C)C)=O)C(=O)OC (methyl 4-oxo-10-(2,3-dimethylpentanamido)-4H-pyrimido[1,2-C]quinazoline-3-carboxylate), [I-].[Li+] (lithium iodide). Solvent: N1=CC=CC=C1 (pyridine). Run at temperature 100 celsius, time 20 minute. The product is O=C1C(=CN=C2N1C=NC=1C=CC(=CC21)NC(C(C(CC)C)C)=O)C(=O)O (4-oxo-10-(2,3-dimethylpentanamido)-4H-pyrimido[1,2-C]quinazoline-3-carboxylic acid). The yield is 30.5%. RXN SMILES: [O:1]=[C:2]1[N:7]2[CH:8]=[N:9][C:10]3[CH:11]=[CH:12][C:13]([NH:16][C:17](=[O:24])[CH:18]([CH3:23])[CH:19]([CH3:22])[CH2:20][CH3:21])=[CH:14][C:15]=3[C:6]2=[N:5][CH:4]=[C:3]1[C:25]([O:27]C)=[O:26].[I-].[Li+]>N1C=CC=CC=1>[O:1]=[C:2]1[N:7]2[CH:8]=[N:9][C:10]3[CH:11]=[CH:12][C:13]([NH:16][C:17](=[O:24])[CH:18]([CH3:23])[CH:19]([CH3:22])[CH2:20][CH3:21])=[CH:14][C:15]=3[C:6]2=[N:5][CH:4]=[C:3]1[C:25]([OH:27])=[O:26] |f:1.2|. Procedure: A mixture of methyl 4-oxo-10-(2,3-dimethylpentanamido)-4H-pyrimido[1,2-C]quinazoline-3-carboxylate (3.4 g) and anhydrous lithium iodide (8.5 g) in dry pyridine (34 ml) was stirred at 100° C. for 1 hour and 20 minutes. The reaction mixture was concentrated under reduced pressure. Water was added to the residue to give precipitates, which were collected by filtration and washed with water. The resulting crystals were suspended in water. The suspension was adjusted to pH 1-2 with conc. hydrochloric... Reactants: [OH-].[Na+] (Sodium hydroxide), C1(CC1)C1=C(N=C2N1C=C(C=C2)F)NC(C(F)(F)F)=O (N-(3-cyclopropyl-6-fluoro-imidazo[1,2-a]pyridin-2-yl)-2,2,2-trifluoro-acetamide), C1(CC1)C1=C(N=C2N1C=C(C=C2)F)NC(C(F)(F)F)=O (N-(3-cyclopropyl-6-fluoro-imidazo[1,2-a]pyridin-2-yl)-2,2,2-trifluoro-acetamide), CO (Methanol), O1CCCC1 (Tetrahydrofuran). Run in O (water). Reaction conditions: temperature 55 celsius, time 36 hour. Product: C1(CC1)C1=C(N=C2N1C=C(C=C2)F)N (3-Cyclopropyl-6-fluoro-imidazo[1,2-a]pyridin-2-ylamine). As a reaction SMILES: [OH-].[Na+].[CH:3]1([C:6]2[N:10]3[CH:11]=[C:12]([F:15])[CH:13]=[CH:14][C:9]3=[N:8][C:7]=2[NH:16]C(=O)C(F)(F)F)[CH2:5][CH2:4]1.CO.O1CCCC1>O>[CH:3]1([C:6]2[N:10]3[CH:11]=[C:12]([F:15])[CH:13]=[CH:14][C:9]3=[N:8][C:7]=2[NH2:16])[CH2:5][CH2:4]1 |f:0.1|. Reported procedure: 6.00 M of Sodium hydroxide in water (1.0 mL) was added to a solution of N-(3-Cyclopropyl-6-fluoro-imidazo[1,2-a]pyridin-2-yl)-2,2,2-trifluoro-acetamide (compound e, 0.197 g, 0.000617 mol) in Methanol (2.00 mL, 0.0494 mol) and Tetrahydrofuran (2.0 mL, 0.0246 mol) and the reaction mixture was stirred at 55° C. for 36 hours. The reaction mixture concentrated in vacuo to dryness and crude product purified by column chromatography (5% methanol/dichloromethane) as a yellow solid. Rf 0.41, 5% methanol/... Starting materials: CN, CO, ClCCOc1ccccc1C=Cc1ccccn1. The product is CNCCOc1ccccc1C=Cc1ccccn1. RXN SMILES: [CH3:19][NH2:20].[CH3:21][OH:22].[Cl:1][CH2:2][CH2:3][O:4][c:5]1[c:6]([CH:7]=[CH:8][c:9]2[n:10][cH:11][cH:12][cH:13][cH:14]2)[cH:15][cH:16][cH:17][cH:18]1>>[CH2:2]([CH2:3][O:4][c:5]1[c:6]([CH:7]=[CH:8][c:9]2[n:10][cH:11][cH:12][cH:13][cH:14]2)[cH:15][cH:16][cH:17][cH:18]1)[NH:20][CH3:19]. RXN SMILES: [CH3:1][O:2][C:3]([C:4]([c:5]1[cH:6][cH:7][c:8]([OH:11])[cH:9][cH:10]1)=[O:12])=[O:13].[CH3:29][N:30]([CH3:31])[CH:32]=[O:33].[CH:16]1([NH:24][C:25]([CH2:26][Br:27])=[O:28])[CH2:17][CH2:18][CH2:19][CH2:20][CH2:21][CH2:22][CH2:23]1.[H-:14].[Na+:15]>>[CH3:1][O:2][C:3]([C:4]([c:5]1[cH:6][cH:7][c:8]([O:11][CH2:26][C:25]([NH:24][CH:16]2[CH2:17][CH2:18][CH2:19][CH2:20][CH2:21][CH2:22][CH2:23]2)=[O:28])[cH:9][cH:10]1)=[O:12])=[O:13]. Product: COC(=O)C(=O)c1ccc(OCC(=O)NC2CCCCCCC2)cc1. Starting materials: COC(=O)C(=O)c1ccc(O)cc1, CN(C)C=O, O=C(CBr)NC1CCCCCCC1, [H-], [Na+]. Starting materials: [Cl-].[Li+] (lithium chloride), C1(C=C[C@H](\C=C/CCCCCC)O1)=O ((4S,5Z)-dodeca-2,5-dien-4-olide), Cl[Si](C)(C)C (chlorotrimethylsilane), resultant solution. The reagents and catalysts are [Cu] (copper). The solvent is O1CCCC1 (tetrahydrofuran), O1CCCC1 (tetrahydrofuran). Conditions: time 15 minute. Product: C1(CC[C@H](\C=C/CCCCCC)O1)=O ((R,Z)-5-dodecen-4-olide). Isolated yield 74.7%. RXN SMILES: [Cl-].[Li+].[C:3]1(=[O:16])[O:15][C@@H:6](/[CH:7]=[CH:8]\[CH2:9][CH2:10][CH2:11][CH2:12][CH2:13][CH3:14])[CH:5]=[CH:4]1.Cl[Si](C)(C)C>O1CCCC1.[Cu]>[C:3]1(=[O:16])[O:15][C@@H:6](/[CH:7]=[CH:8]\[CH2:9][CH2:10][CH2:11][CH2:12][CH2:13][CH3:14])[CH2:5][CH2:4]1 |f:0.1|. Procedure details: In an argon atmosphere, 40 ml of anhydrous tetrahydrofuran were added to 1.95 g (10.2 mmol) of copper (LiCl) iodide (CuI) and 1.09 g (25.7 mmol) of lithium chloride dried at a reduced pressure and 130° C., and the resultant solution was stirred at room temperature for about 15 minutes. The resultant transparent solution was cooled to about -60° C., and a solution obtained by dissolving 1.16 g of the compound (27) obtained in step h' in 21 ml of tetrahydrofuran was added to the above cooled solut...